Dataset: the Open Reaction Database (ORD), a public repository of structured organic reaction records. Task: describe an organic reaction: reactants, conditions, products, and yield Reactants: C(C=C)C1=C(OCC2CO2)C=CC=C1 (1-(2-allylphenoxy)-2,3-epoxypropane), NCCC=1NC2=C(N1)C=CC(=C2)C=2C(CC(NN2)=O)C (6-[2-(2-aminoethyl)benzimidazol-5-yl]-4,5-dihydro-5-methyl-3(2H)- pyridazinone). Product: C(C=C)C1=C(OCC(CNCCC=2NC3=C(N2)C=CC(=C3)C=3C(CC(NN3)=O)C)O)C=CC=C1 (6-[2-[2-[3-(2-Allyl-phenoxy)-2-hydroxypropylamino]ethyl]benzimidazol-5-yl]-4,5-dihydro-5-methyl-3(2H)-pyridazinone). As a reaction SMILES: [CH2:1]([C:4]1[CH:14]=[CH:13][CH:12]=[CH:11][C:5]=1[O:6][CH2:7][CH:8]1[O:10][CH2:9]1)[CH:2]=[CH2:3].[NH2:15][CH2:16][CH2:17][C:18]1[NH:19][C:20]2[CH:26]=[C:25]([C:27]3[CH:28]([CH3:34])[CH2:29][C:30](=[O:33])[NH:31][N:32]=3)[CH:24]=[CH:23][C:21]=2[N:22]=1>>[CH2:1]([C:4]1[CH:14]=[CH:13][CH:12]=[CH:11][C:5]=1[O:6][CH2:7][CH:8]([OH:10])[CH2:9][NH:15][CH2:16][CH2:17][C:18]1[NH:19][C:20]2[CH:26]=[C:25]([C:27]3[CH:28]([CH3:34])[CH2:29][C:30](=[O:33])[NH:31][N:32]=3)[CH:24]=[CH:23][C:21]=2[N:22]=1)[CH:2]=[CH2:3]. Procedure details: Prepared analogously to Example 1 from 1-(2-allylphenoxy)-2,3-epoxypropane and 6-[2-(2-aminoethyl)benzimidazol-5-yl]-4,5-dihydro-5-methyl-3(2H)- pyridazinone. The reactants are C([O-])([O-])=O.[K+].[K+] (potassium carbonate), FC(C(=O)O)(F)F (Trifluoroacetic acid), FC=1C=C(C=CC1)C1(C=CC(CC1)=O)C1=CC(=CC=C1)F (4,4-bis-(3-fluorophenyl)cyclohexenone), C(CCC)OCN(C[Si](C)(C)C)CC1=CC=CC=C1 (N-butoxymethyl-N-trimethylsilylmethylbenzylamine). Run in ClCCl (dichloromethane). Run at time 2 hour. Product: C(C1=CC=CC=C1)N1CC2C(CCC(C2C1)=O)(C1=CC(=CC=C1)F)C1=CC(=CC=C1)F ((3aRS,7aRS)-2-benzyl-7,7-bis-(3-fluorophenyl)-4-perhydroisoindolone). Reaction SMILES: FC(F)(F)C(O)=O.[F:8][C:9]1[CH:10]=[C:11]([C:15]2([C:22]3[CH:27]=[CH:26][CH:25]=[C:24]([F:28])[CH:23]=3)[CH2:20][CH2:19][C:18](=[O:21])[CH:17]=[CH:16]2)[CH:12]=[CH:13][CH:14]=1.C(O[CH2:34][N:35]([CH2:41][C:42]1[CH:47]=[CH:46][CH:45]=[CH:44][CH:43]=1)[CH2:36][Si](C)(C)C)CCC.C(=O)([O-])[O-].[K+].[K+]>ClCCl>[CH2:41]([N:35]1[CH2:36][CH:17]2[CH:16]([C:15]([C:22]3[CH:27]=[CH:26][CH:25]=[C:24]([F:28])[CH:23]=3)([C:11]3[CH:12]=[CH:13][CH:14]=[C:9]([F:8])[CH:10]=3)[CH2:20][CH2:19][C:18]2=[O:21])[CH2:34]1)[C:42]1[CH:47]=[CH:46][CH:45]=[CH:44][CH:43]=1 |f:3.4.5|. Reported procedure: Trifluoroacetic acid (3 cc) is added to a solution of 4,4-bis-(3-fluorophenyl)cyclohexenone (90.3 g) and N-butoxymethyl-N-trimethylsilylmethylbenzylamine (123 cc) in dry dichloromethane (1,000 cc). The reaction mixture is brought to reflux and then stirred for 2 hours allowing the temperature to return to 25° C. and is then stirred for a further 15 minutes after addition of potassium carbonate (60 g). After filtering and concentrating the filtrate to dryness under reduced pressure (2.7 kPa), the... Starting materials: C[Si](C#CC=1SC=CC1)(C)C (trimethyl(thiophen-2-ylethynyl)silane), C1(=CC=CC=C1)N=[N+]=[N-] (phenyl azide), CN(CCN(CCN(C)C)C)C (1,1,4,7,7-pentamethyldiethlenetriamine), CCCC[N+](CCCC)(CCCC)CCCC.[F-] (TBAF). The reagents and catalysts are [Cu]I (CuI). Solvent: C1CCOC1 (THF). Conditions: time 20 hour. Product: C1(=CC=CC=C1)N1N=NC(=C1)C=1SC=CC1 (1-phenyl-4-(thiophen-2-yl)-1H-1,2,3-triazole). The yield is 47533.3%. As a reaction SMILES: C[Si](C)(C)[C:3]#[C:4][C:5]1[S:6][CH:7]=[CH:8][CH:9]=1.[C:12]1([N:18]=[N+:19]=[N-:20])[CH:17]=[CH:16][CH:15]=[CH:14][CH:13]=1.CN(C)CCN(C)CCN(C)C.CCCC[N+](CCCC)(CCCC)CCCC.[F-]>C1COCC1.[Cu]I>[C:12]1([N:18]2[CH:3]=[C:4]([C:5]3[S:6][CH:7]=[CH:8][CH:9]=3)[N:20]=[N:19]2)[CH:17]=[CH:16][CH:15]=[CH:14][CH:13]=1 |f:3.4|. Reported procedure: To a solution of trimethyl(thiophen-2-ylethynyl)silane (50 mg, 0.2777 mmol), phenyl azide (0.5 M solution, 1.1 ml, 0.555 mmol), and CuI (52.87 mg, 0.2777 mmol) in THF (1 ml) was added 1,1,4,7,7-pentamethyldiethlenetriamine (0.116 ml, 0.555 mmol) and 1M TBAF.3H2O (0.554 ml, 0.554 mmol). After stirring the reaction mixture for 20 hours at room temperature, it was quenched with saturated ammonium chloride solution and was extracted with ethyl acetate. The combined organic layers were washed with wa... Reactants: COC1=C(C=C(C=C1)CO)B1OC(C(O1)(C)C)(C)C ([4-methoxy-3-(4,4,5,5-tetramethyl-1,3,2-dioxaborolan-2-yl)phenyl]methanol), N1(CCC1)C1=CC=C(C(=N1)CN1C(O[C@@H]([C@@H]1C)C1=CC(=CC(=C1)C(F)(F)F)C(F)(F)F)=O)Br ((4S,5R)-3-[(6-Azetidin-1-yl-3-bromopyridin-2-yl)methyl]-5-[3,5-bis(trifluoromethyl)phenyl]-4-methyl-1,3-oxazolidin-2-one), N1(CCC1)C1=CC=C(C(=N1)CN1C(O[C@@H]([C@@H]1C)C1=CC(=CC(=C1)C(F)(F)F)C(F)(F)F)=O)Br ((4S,5R)-3-[(6-Azetidin-1-yl-3-bromopyridin-2-yl)methyl]-5-[3,5-bis(trifluoromethyl)phenyl]-4-methyl-1,3-oxazolidin-2-one), COC1=C(C=C(C=C1)CO)B1OC(C(O1)(C)C)(C)C ([4-methoxy-3-(4,4,5,5-tetramethyl-1,3,2-dioxaborolan-2-yl)phenyl]methanol), C([O-])([O-])=O.[K+].[K+] (potassium carbonate). The reagents and catalysts are [Pd](Cl)Cl.C(C)(C)(C)P([C-]1C=CC=C1)C(C)(C)C.[C-]1(C=CC=C1)P(C(C)(C)C)C(C)(C)C.[Fe+2] (1,1′-bis(di-t-butylphosphino)ferrocene palladium dichloride). Solvent: C1CCOC1 (THF). Reaction conditions: temperature 60 celsius, time 1 hour. The product is N1(CCC1)C1=CC=C(C(=N1)CN1C(O[C@@H]([C@@H]1C)C1=CC(=CC(=C1)C(F)(F)F)C(F)(F)F)=O)C1=C(C=CC(=C1)CO)OC ((4S,5R)-3-({6-azetidin-1-yl-3-[5-(hydroxymethyl)-2-methoxyphenyl]pyridin-2-yl}methyl)-5-[3,5-bis(trifluoromethyl)phenyl]-4-methyl-1,3-oxazolidin-2-one). As a reaction SMILES: [N:1]1([C:5]2[N:10]=[C:9]([CH2:11][N:12]3[C@@H:16]([CH3:17])[C@@H:15]([C:18]4[CH:23]=[C:22]([C:24]([F:27])([F:26])[F:25])[CH:21]=[C:20]([C:28]([F:31])([F:30])[F:29])[CH:19]=4)[O:14][C:13]3=[O:32])[C:8](Br)=[CH:7][CH:6]=2)[CH2:4][CH2:3][CH2:2]1.[CH3:34][O:35][C:36]1[CH:41]=[CH:40][C:39]([CH2:42][OH:43])=[CH:38][C:37]=1B1OC(C)(C)C(C)(C)O1.C(=O)([O-])[O-].[K+].[K+]>C1COCC1.[Pd](Cl)Cl.C(P(C(C)(C)C)[C-]1C=CC=C1)(C)(C)C.[C-]1(P(C(C)(C)C)C(C)(C)C)C=CC=C1.[Fe+2]>[N:1]1([C:5]2[N:10]=[C:9]([CH2:11][N:12]3[C@@H:16]([CH3:17])[C@@H:15]([C:18]4[CH:23]=[C:22]([C:24]([F:27])([F:26])[F:25])[CH:21]=[C:20]([C:28]([F:31])([F:30])[F:29])[CH:19]=4)[O:14][C:13]3=[O:32])[C:8]([C:37]3[CH:38]=[C:39]([CH2:42][OH:43])[CH:40]=[CH:41][C:36]=3[O:35][CH3:34])=[CH:7][CH:6]=2)[CH2:4][CH2:3][CH2:2]1 |f:2.3.4,6.7.8.9|. Reported procedure: A mixture of (4S,5R)-3-[(6-Azetidin-1-yl-3-bromopyridin-2-yl)methyl]-5-[3,5-bis(trifluoromethyl)phenyl]-4-methyl-1,3-oxazolidin-2-one (INTERMEDIATE 35) (943 mg, 1.752 mmol), [4-methoxy-3-(4,4,5,5-tetramethyl-1,3,2-dioxaborolan-2-yl)phenyl]methanol (EXAMPLE 258, Step A) (555 mg, 2.102 mmol), potassium carbonate (1M aqueous) (4 ml, 4.00 mmol), and 1,1′-bis(di-t-butylphosphino)ferrocene palladium dichloride (114 mg, 0.175 mmol) in THF (12 ml) was stirred at 60° C. with microwaves for 1 hour. 125 mg... Starting materials: C1CCC(CC1)N=C=NC2CCCCC2 (DCC), Cl.OCCNN=CNC1=CC=C(C(=O)O)C=C1 (4-[(2-hydroxyethyl)aminoiminomethylamino]benzoic acid.hydrochloride), C(N)(=N)C=1C=C2C=CC(=C(C2=CC1)CCC(N)=O)O (6-amidino-1-(2-carbamoylethyl)-2-naphthol), Cl (hydrochloric acid). Reagents/catalysts: CN(C)C=1C=CN=CC1 (DMAP). Solvent: N1=CC=CC=C1 (pyridine). Conditions: time 2 hour. Yields the product Cl.Cl.OCCNN=CNC1=CC=C(C(=O)OC2=C(C3=CC=C(C=C3C=C2)C(N)=N)CCC(N)=O)C=C1 (6-amidino-1-(2-carbamoylethyl)-2-naphthyl 4-[(2-hydroxyethyl)aminoiminomethylamino]-benzoate.dihydrochloride). The yield is 78.3%. RXN SMILES: [ClH:1].[OH:2][CH2:3][CH2:4][NH:5][N:6]=[CH:7][NH:8][C:9]1[CH:17]=[CH:16][C:12]([C:13]([OH:15])=[O:14])=[CH:11][CH:10]=1.[C:18]([C:21]1[CH:22]=[C:23]2[C:28](=[CH:29][CH:30]=1)[C:27]([CH2:31][CH2:32][C:33](=[O:35])[NH2:34])=[C:26](O)[CH:25]=[CH:24]2)(=[NH:20])[NH2:19].Cl.C1CCC(N=C=NC2CCCCC2)CC1>CN(C1C=CN=CC=1)C.N1C=CC=CC=1>[ClH:1].[ClH:1].[OH:2][CH2:3][CH2:4][NH:5][N:6]=[CH:7][NH:8][C:9]1[CH:17]=[CH:16][C:12]([C:13]([O:15][C:26]2[CH:25]=[CH:24][C:23]3[C:28](=[CH:29][CH:30]=[C:21]([C:18](=[NH:19])[NH2:20])[CH:22]=3)[C:27]=2[CH2:31][CH2:32][C:33](=[O:35])[NH2:34])=[O:14])=[CH:11][CH:10]=1 |f:0.1,7.8.9|. Reported procedure: 20 Milliliters of 20% hydrous pyridine was added to 1.45 g of 4-[(2-hydroxyethyl)aminoiminomethylamino]benzoic acid.hydrochloride, 1.5 g of 6-amidino-1-(2-carbamoylethyl)-2-naphthol.hydrochloric acid, 1.26 g of DCC and 62.3 mg of DMAP, followed by stirring for 2 hours under cooling with ice and then 24 hours at room temperature. Thereafter, the same procedure as in Example 1 was effected to obtain 1.17 g of the desired product.